From a dataset of the Open Reaction Database (ORD), a public repository of structured organic reaction records. describe an organic reaction: reactants, conditions, products, and yield Reactants: CO, COC(=O)CSCc1ccc(Cl)cc1, NO. Yields the product O=C(CSCc1ccc(Cl)cc1)NO. Reaction SMILES: [CH3:17][OH:18].[Cl:1][c:2]1[cH:3][cH:4][c:5]([CH2:6][S:7][CH2:8][C:9](=[O:10])[O:11][CH3:12])[cH:13][cH:14]1.[NH2:15][OH:16]>>[Cl:1][c:2]1[cH:3][cH:4][c:5]([CH2:6][S:7][CH2:8][C:9](=[O:10])[NH:15][OH:16])[cH:13][cH:14]1. The reactants are CON=CC1=CC=CC=C1 (O-methylbenzaldoxime), C(#N)[BH3-].[Na+] (sodium cyanoborohydride). Run in CO (methanol). Yields the product CONCC1=CC=CC=C1 (O-Methyl-N-benzylhydroxylamine). As a reaction SMILES: [CH3:1][O:2][N:3]=[CH:4][C:5]1[CH:10]=[CH:9][CH:8]=[CH:7][CH:6]=1.C([BH3-])#N.[Na+]>CO>[CH3:1][O:2][NH:3][CH2:4][C:5]1[CH:10]=[CH:9][CH:8]=[CH:7][CH:6]=1 |f:1.2|. Procedure details: The procedure of Example VI is repeated using 15.0 g of O-methylbenzaldoxime, and 20.0 g of sodium cyanoborohydride in 100 ml of methanol. Bulb to bulb distillation of the crude product affords the title compound as a colorless liquid. Starting materials: ClC1=NC=CC(=N1)N1C(C(CC1)(C#N)CC)=O (1-(2-chloropyrimidin-4-yl)-3-ethyl-2-oxopyrrolidine-3-carbonitrile), NC=1C=NC=CC1 (3-aminopyridine), C([O-])([O-])=O.[Cs+].[Cs+] (cesium carbonate), C1(=CC=CC=C1)P(C1=C(C2=CC=CC=C2C=C1)C1=C(C=CC2=CC=CC=C12)P(C1=CC=CC=C1)C1=CC=CC=C1)C1=CC=CC=C1 (2,2′-bis(diphenylphosphino)-1,1′-binaphthyl). The reagents and catalysts are C=1C=CC(=CC1)/C=C/C(=O)/C=C/C2=CC=CC=C2.C=1C=CC(=CC1)/C=C/C(=O)/C=C/C2=CC=CC=C2.C=1C=CC(=CC1)/C=C/C(=O)/C=C/C2=CC=CC=C2.[Pd].[Pd] (tris(dibenzylideneacetone)dipalladium(0)). Solvent: O1CCCC1 (tetrahydrofuran). Conditions: temperature 90 celsius, time 8 hour. Product: Cl.Cl.C(C)C1(C(N(CC1)C1=NC(=NC=C1)NC=1C=NC=CC1)=O)C#N (3-ethyl-2-oxo-1-(2-(pyridin-3-ylamino)pyrimidin-4-yl)pyrrolidine-3-carbonitrile dihydrochloride). Yield: 64.4%. RXN SMILES: [Cl:1][C:2]1[N:7]=[C:6]([N:8]2[CH2:12][CH2:11][C:10]([CH2:15][CH3:16])([C:13]#[N:14])[C:9]2=[O:17])[CH:5]=[CH:4][N:3]=1.[NH2:18][C:19]1[CH:20]=[N:21][CH:22]=[CH:23][CH:24]=1.C(=O)([O-])[O-].[Cs+].[Cs+].C1(P(C2C=CC=CC=2)C2C=CC3C(=CC=CC=3)C=2C2C3C(=CC=CC=3)C=CC=2P(C2C=CC=CC=2)C2C=CC=CC=2)C=CC=CC=1>O1CCCC1.C1C=CC(/C=C/C(/C=C/C2C=CC=CC=2)=O)=CC=1.C1C=CC(/C=C/C(/C=C/C2C=CC=CC=2)=O)=CC=1.C1C=CC(/C=C/C(/C=C/C2C=CC=CC=2)=O)=CC=1.[Pd].[Pd]>[ClH:1].[ClH:1].[CH2:15]([C:10]1([C:13]#[N:14])[CH2:11][CH2:12][N:8]([C:6]2[CH:5]=[CH:4][N:3]=[C:2]([NH:18][C:19]3[CH:20]=[N:21][CH:22]=[CH:23][CH:24]=3)[N:7]=2)[C:9]1=[O:17])[CH3:16] |f:2.3.4,7.8.9.10.11,12.13.14|. Procedure details: To a mixture of 1-(2-chloropyrimidin-4-yl)-3-ethyl-2-oxopyrrolidine-3-carbonitrile (100 mg) obtained in Step A of Example 2, 3-aminopyridine (45 mg), cesium carbonate (260 mg) and 2,2′-bis(diphenylphosphino)-1,1′-binaphthyl (37 mg) in tetrahydrofuran (2 mL) was added tris(dibenzylideneacetone)dipalladium(0) (37 mg), and the mixture was stirred overnight at 90° C. The insoluble substance was removed by filtration through Celite, and the solvent was evaporated under reduced pressure. The residue w...